This data is from the Open Reaction Database (ORD), a public repository of structured organic reaction records. The task is: describe an organic reaction: reactants, conditions, products, and yield The reactants are O=C(O)c1cc(F)cnc1Oc1cc(Cl)ccc1Cl, ClCCl, O=S(Cl)Cl. Product: O=C(Cl)c1cc(F)cnc1Oc1cc(Cl)ccc1Cl. As a reaction SMILES: [Cl:1][c:2]1[c:3]([O:4][c:5]2[c:6]([C:7](=[O:8])[OH:9])[cH:10][c:11]([F:14])[cH:12][n:13]2)[cH:15][c:16]([Cl:19])[cH:17][cH:18]1.[Cl:24][CH2:25][Cl:26].[S:20]([Cl:21])([Cl:22])=[O:23]>>[Cl:1][c:2]1[c:3]([O:4][c:5]2[c:6]([C:7](=[O:8])[Cl:22])[cH:10][c:11]([F:14])[cH:12][n:13]2)[cH:15][c:16]([Cl:19])[cH:17][cH:18]1. Reactants: BrC=1C=C(C=NC1OCC(F)(F)F)NC(=O)C=1C(=NN(C1)C)C (1,3-dimethyl-1H-pyrazole-4-carboxylic acid[5-bromo-6-(2,2,2-trifluoro-ethoxy)-pyridin-3-yl]-amide), ClC1=C(C=C(C=C1)B(O)O)C (B-(4-chloro-3-methylphenyl)-boronic acid). Yields the product ClC1=C(C=C(C=C1)C=1C=C(C=NC1OCC(F)(F)F)NC(=O)C=1C(=NN(C1)C)C)C (N-(5-(4-chloro-3-methylphenyl)-6-(2,2,2-trifluoroethoxy)pyridin-3-yl)-1,3-dimethyl-1H-pyrazole-4-carboxamide). RXN SMILES: Br[C:2]1[CH:3]=[C:4]([NH:14][C:15]([C:17]2[C:18]([CH3:23])=[N:19][N:20]([CH3:22])[CH:21]=2)=[O:16])[CH:5]=[N:6][C:7]=1[O:8][CH2:9][C:10]([F:13])([F:12])[F:11].[Cl:24][C:25]1[CH:30]=[CH:29][C:28](B(O)O)=[CH:27][C:26]=1[CH3:34]>>[Cl:24][C:25]1[CH:30]=[CH:29][C:28]([C:2]2[CH:3]=[C:4]([NH:14][C:15]([C:17]3[C:18]([CH3:23])=[N:19][N:20]([CH3:22])[CH:21]=3)=[O:16])[CH:5]=[N:6][C:7]=2[O:8][CH2:9][C:10]([F:13])([F:12])[F:11])=[CH:27][C:26]=1[CH3:34]. Procedure: The title compound was synthesized in analogy to Example 39, using 1,3-dimethyl-1H-pyrazole-4-carboxylic acid[5-bromo-6-(2,2,2-trifluoro-ethoxy)-pyridin-3-yl]-amide (example 58 a) and B-(4-chloro-3-methylphenyl)-boronic acid (CAN 161950-10-3) as starting materials; LC-MS (UV peak area/ESI) 96.1%, 439.1154 (M+H)+. The reactants are BrC=1C=NC=2N(C1)N=C(C2)C(=O)N2C(C1=C(CC2)NC=C1)C ((6-Bromo-pyrazolo[1,5-a]pyrimidin-2-yl)-(4-methyl-1,4,6,7-tetrahydro-pyrrolo[3,2-c]pyridin-5-yl)-methanone), C(C)(=O)O (acetic acid). Product: BrC=1C=NC=2N(C1)N=C(C2)C(=O)N2C(C1=C(CC2)N(C=C1)C(C)=O)C (1-[5-(6-Bromo-pyrazolo[1,5-a]pyrimidine-2-carbonyl)-4-methyl-4,5,6,7-tetrahydropyrrolo[3,2-c]pyridin-1-yl]-ethanone). Reaction SMILES: [Br:1][C:2]1[CH:3]=[N:4][C:5]2[N:6]([N:8]=[C:9]([C:11]([N:13]3[CH2:18][CH2:17][C:16]4[NH:19][CH:20]=[CH:21][C:15]=4[CH:14]3[CH3:22])=[O:12])[CH:10]=2)[CH:7]=1.[C:23](O)(=[O:25])[CH3:24]>>[Br:1][C:2]1[CH:3]=[N:4][C:5]2[N:6]([N:8]=[C:9]([C:11]([N:13]3[CH2:18][CH2:17][C:16]4[N:19]([C:23](=[O:25])[CH3:24])[CH:20]=[CH:21][C:15]=4[CH:14]3[CH3:22])=[O:12])[CH:10]=2)[CH:7]=1. Procedure details: (6-Bromo-pyrazolo[1,5-a]pyrimidin-2-yl)-(4-methyl-1,4,6,7-tetrahydro-pyrrolo[3,2-c]pyridin-5-yl)-methanone is reacted with acetic acid to provide the title compound. Starting materials: BrB(Br)Br, CO, COc1ccc2oc3c([N+](=O)[O-])ccc(Cl)c3c(=O)c2c1, ClCCl. Product: O=c1c2cc(O)ccc2oc2c([N+](=O)[O-])ccc(Cl)c12. As a reaction SMILES: [B:22]([Br:23])([Br:24])[Br:25].[CH3:26][OH:27].[Cl:1][c:2]1[cH:3][cH:4][c:5]([N+:19](=[O:20])[O-:21])[c:6]2[o:7][c:8]3[cH:9][cH:10][c:11]([O:17][CH3:18])[cH:12][c:13]3[c:14](=[O:16])[c:15]12.[Cl:28][CH2:29][Cl:30]>>[Cl:1][c:2]1[cH:3][cH:4][c:5]([N+:19](=[O:20])[O-:21])[c:6]2[o:7][c:8]3[cH:9][cH:10][c:11]([OH:17])[cH:12][c:13]3[c:14](=[O:16])[c:15]12. Starting materials: [N+](=O)([O-])C=1C=C(C2=C(C=CO2)C1)N1CCN(CC1)C(=O)OC(C)(C)C (tert-Butyl 4-(5-nitro-1-benzofuran-7-yl)piperazine-1-carboxylate), O.NN (hydrazine-hydrate). Reagents/catalysts: [Ni] (Ni). The solvent is C1CCOC1.CCO (THF EtOH). Conditions: time 8 hour. Product: NC=1C=C(C2=C(C=CO2)C1)N1CCN(CC1)C(=O)OC(C)(C)C (tert-Butyl 4-(5-amino-1-benzofuran-7-yl)piperazine-1-carboxylate). As a reaction SMILES: [N+:1]([C:4]1[CH:5]=[C:6]([N:13]2[CH2:18][CH2:17][N:16]([C:19]([O:21][C:22]([CH3:25])([CH3:24])[CH3:23])=[O:20])[CH2:15][CH2:14]2)[C:7]2[O:11][CH:10]=[CH:9][C:8]=2[CH:12]=1)([O-])=O.O.NN>C1COCC1.CCO.[Ni]>[NH2:1][C:4]1[CH:5]=[C:6]([N:13]2[CH2:18][CH2:17][N:16]([C:19]([O:21][C:22]([CH3:25])([CH3:24])[CH3:23])=[O:20])[CH2:15][CH2:14]2)[C:7]2[O:11][CH:10]=[CH:9][C:8]=2[CH:12]=1 |f:1.2,3.4|. Reported procedure: tert-Butyl 4-(5-nitro-1-benzofuran-7-yl)piperazine-1-carboxylate* (1 g, 2.9 mmol) was dissolved in THF/EtOH (1:4). An excess of Raney-Ni (slurry in ethanol) was added followed by hydrazine-hydrate (0.58 g, 11.5 mmol). The reaction mixture was stirred at room temperature overnight. Filtration and evaporation afforded 1.19 g of the title product that was used in the next step without further purification. HPLC purity 93%, RT=1.71 min (System A; 10-97% MeCN over 3 min). *Previously described in WO ... The reactants are [OH-].[K+] (potassium hydroxide), O.NN (hydrazine hydrate), FC1=CC=C(C=C1)CCOCCNC(OC)=O (Methyl N-[2-(2-(4-fluorophenyl)ethoxy)ethyl]carbamate). Run in O (water), C(CO)O (ethylene glycol). The product is FC1=CC=C(C=C1)CCOCCN (2-[2-(4-Fluorophenyl)ethoxy]ethanamine). RXN SMILES: [F:1][C:2]1[CH:7]=[CH:6][C:5]([CH2:8][CH2:9][O:10][CH2:11][CH2:12][NH:13]C(=O)OC)=[CH:4][CH:3]=1.[OH-].[K+].O.NN>C(O)CO.O>[F:1][C:2]1[CH:3]=[CH:4][C:5]([CH2:8][CH2:9][O:10][CH2:11][CH2:12][NH2:13])=[CH:6][CH:7]=1 |f:1.2,3.4|. Procedure details: The product of step d) (8.0 g) was dissolved in ethylene glycol and to this was added potassium hydroxide (48 g) and hydrazine hydrate (8.3 ml). The stirred mixture was heated to 140° for 4 hours then allowed to cool to room temperature overnight. The mixture was then diluted with water and extracted with diethyl ether (×3). The combined organic extracts were washed with brine, dried (MgOS4) and filtered. The volatiles were removed in vacuo to give the subtitle compound (5.36 g). Reactants: C[Si](OC1=NC2=CC=CC=C2C(=N1)O[Si](C)(C)C)(C)C (2,4-bis(trimethylsiloxy)-quinazoline), BrCCCBr (1,3-dibromopropane), ice water, C([O-])(O)=O.[Na+] (sodium bicarbonate). Reaction conditions: time 2 hour. Yields the product BrCCCN1C(NC(C2=CC=CC=C12)=O)=O (1-(3-bromopropyl)-2,4(1H, 3H)-quinazolinedione). The yield is 25.1%. As a reaction SMILES: C[Si](C)(C)[O:3][C:4]1[N:13]=[C:12]([O:14][Si](C)(C)C)[C:11]2[C:6](=[CH:7][CH:8]=[CH:9][CH:10]=2)[N:5]=1.[Br:21][CH2:22][CH2:23][CH2:24]Br.C(=O)(O)[O-].[Na+]>>[Br:21][CH2:22][CH2:23][CH2:24][N:5]1[C:6]2[C:11](=[CH:10][CH:9]=[CH:8][CH:7]=2)[C:12](=[O:14])[NH:13][C:4]1=[O:3] |f:2.3|. Reported procedure: A mixture of 2,4-bis(trimethylsiloxy)-quinazoline (9.14 g) and 1,3-dibromopropane (30 g) was stirred for 2 hours at 130°-140° C. The reaction mixture was cooled at ambient temperature and a mixture of ice-water and saturated sodium bicarbonate aqueous solution was added to the reaction mixture and then the mixture was stirred vigorously to give precipitates. After the mixture was suspended with chloroform, the precipitates were collected by filtration. The precipitates were washed with water and...